Dataset: the Open Reaction Database (ORD), a public repository of structured organic reaction records. Task: describe an organic reaction: reactants, conditions, products, and yield Starting materials: O=C1CCC(=O)N1Br, Cc1ccc2ocnc2c1, ClC(Cl)Cl, O. The product is BrCc1ccc2ocnc2c1. Reaction SMILES: [Br:11][N:12]1[C:13](=[O:14])[CH2:15][CH2:16][C:17]1=[O:18].[CH3:1][c:2]1[cH:3][cH:4][c:5]2[c:6]([n:7][cH:8][o:9]2)[cH:10]1.[CH:20]([Cl:21])([Cl:22])[Cl:23].[OH2:19]>>[CH2:1]([c:2]1[cH:3][cH:4][c:5]2[c:6]([n:7][cH:8][o:9]2)[cH:10]1)[Br:11].